This data is from the Open Reaction Database (ORD), a public repository of structured organic reaction records. The task is: describe an organic reaction: reactants, conditions, products, and yield Reactants: COC(=O)c1n[nH]c2cc(Br)ccc12, O=C([O-])[O-], CI, CC#N, [K+], [K+]. Yields the product COC(=O)c1nn(C)c2cc(Br)ccc12. Reaction SMILES: [Br:1][c:2]1[cH:3][cH:4][c:5]2[c:6]([C:11](=[O:12])[O:13][CH3:14])[n:7][nH:8][c:9]2[cH:10]1.[C:15](=[O:16])([O-:17])[O-:18].[CH3:21][I:22].[CH3:23][C:24]#[N:25].[K+:19].[K+:20]>>[Br:1][c:2]1[cH:3][cH:4][c:5]2[c:6]([C:11](=[O:12])[O:13][CH3:14])[n:7][n:8]([CH3:15])[c:9]2[cH:10]1. The reactants are CCOC(=O)C(C)(C)Oc1ccc(OCc2ccc(-c3ccc(C(F)(F)F)c(F)c3)nc2C)cc1C, C1CCOC1, CCO, [Na+], [OH-]. The product is Cc1cc(OCc2ccc(-c3ccc(C(F)(F)F)c(F)c3)nc2C)ccc1OC(C)(C)C(=O)O. RXN SMILES: [CH2:1]([CH3:2])[O:3][C:4]([C:5]([CH3:6])([CH3:7])[O:8][c:9]1[c:10]([CH3:35])[cH:11][c:12]([O:15][CH2:16][c:17]2[c:18]([CH3:34])[n:19][c:20](-[c:23]3[cH:24][c:25]([F:33])[c:26]([C:29]([F:30])([F:31])[F:32])[cH:27][cH:28]3)[cH:21][cH:22]2)[cH:13][cH:14]1)=[O:36].[CH2:39]1[O:40][CH2:41][CH2:42][CH2:43]1.[CH3:44][CH2:45][OH:46].[Na+:38].[OH-:37]>>[O:3]=[C:4]([C:5]([CH3:6])([CH3:7])[O:8][c:9]1[c:10]([CH3:35])[cH:11][c:12]([O:15][CH2:16][c:17]2[c:18]([CH3:34])[n:19][c:20](-[c:23]3[cH:24][c:25]([F:33])[c:26]([C:29]([F:30])([F:31])[F:32])[cH:27][cH:28]3)[cH:21][cH:22]2)[cH:13][cH:14]1)[OH:36]. Yields the product CC(C)(C=O)c1cccc(OCc2ccccc2)c1. Reactants: CC(C)(C#N)c1cccc(OCc2ccccc2)c1, CC(C)C[Al+]CC(C)C, [H-], C1CCOC1, O, O=S(=O)(O)O. Reaction SMILES: [CH2:11]([c:12]1[cH:13][cH:14][cH:15][cH:16][cH:17]1)[O:18][c:19]1[cH:20][c:21]([C:25]([C:26]#[N:27])([CH3:28])[CH3:29])[cH:22][cH:23][cH:24]1.[CH2:2]([Al+:3][CH2:4][CH:5]([CH3:6])[CH3:7])[CH:8]([CH3:9])[CH3:10].[H-:1].[O:35]1[CH2:36][CH2:37][CH2:38][CH2:39]1.[OH2:40].[S:30]([OH:31])(=[O:32])(=[O:33])[OH:34]>>[CH2:11]([c:12]1[cH:13][cH:14][cH:15][cH:16][cH:17]1)[O:18][c:19]1[cH:20][c:21]([C:25]([CH:26]=[O:31])([CH3:28])[CH3:29])[cH:22][cH:23][cH:24]1. Starting materials: O1C[C@H](CC1)OC1=NC=CC=C1N (2-[(S)-(tetrahydro-furan-3-yl)oxy]-pyridin-3-ylamine), COC(=O)C1=C(C2=C(N=CN=C2Cl)S1)C (4-chloro-5-methyl-thieno[2,3-d]pyrimidine-6-carboxylic acid methyl ester). The product is COC(=O)C1=C(C2=C(N=CN=C2NC=2C(=NC=CC2)O[C@@H]2COCC2)S1)C (5-Methyl-4-{2-[(S)-(tetrahydro-furan-3-yl)oxy]-pyridin-3-ylamino}-thieno[2,3-d]pyrimidine-6-carboxylic acid methylester). As a reaction SMILES: [O:1]1[CH2:5][CH2:4][C@H:3]([O:6][C:7]2[C:12]([NH2:13])=[CH:11][CH:10]=[CH:9][N:8]=2)[CH2:2]1.[CH3:14][O:15][C:16]([C:18]1[S:27][C:21]2[N:22]=[CH:23][N:24]=[C:25](Cl)[C:20]=2[C:19]=1[CH3:28])=[O:17]>>[CH3:14][O:15][C:16]([C:18]1[S:27][C:21]2[N:22]=[CH:23][N:24]=[C:25]([NH:13][C:12]3[C:7]([O:6][C@H:3]4[CH2:4][CH2:5][O:1][CH2:2]4)=[N:8][CH:9]=[CH:10][CH:11]=3)[C:20]=2[C:19]=1[CH3:28])=[O:17]. Reported procedure: Prepared analogously from 2-[(S)-(tetrahydro-furan-3-yl)oxy]-pyridin-3-ylamine and 4-chloro-5-methyl-thieno[2,3-d]pyrimidine-6-carboxylic acid methyl ester. Reactants: NCC(=O)[C@H]1[C@@](O[C@@H]([C@H]([C@@H]1O)O)CO)(N(C(CCCCCCCCCCC)=O)CCCCCCCCCCCCCC)N (N-(2-glycyl-amino-2-deoxy-β-D-glucopyranosyl)-N-tetradecyl-dodecanamide), C(=O)(OCC1=CC=CC=C1)N[C@@H](CO)C(=O)O (N-carbobenzoxy-L-serine). The solvent is ClCCl (dichloromethane). Yields the product C(=O)(OCC1=CC=CC=C1)N[C@@H](CO)C(=O)NCC(=O)[C@H]1[C@@](O[C@@H]([C@H]([C@@H]1O)O)CO)(N(C(CCCCCCCCCCC)=O)CCCCCCCCCCCCCC)N (N-[2-(N-Carbobenzoxy-L-seryl-glycyl)-amino-2-deoxy-β-D-glucopyranosyl]-N-tetradecyl-dodecanamide). Isolated yield 76.0%. RXN SMILES: [NH2:1][CH2:2][C:3]([C@@H:5]1[C@@H:10]([OH:11])[C@H:9]([OH:12])[C@@H:8]([CH2:13][OH:14])[O:7][C@@:6]1([NH2:43])[N:15]([CH2:29][CH2:30][CH2:31][CH2:32][CH2:33][CH2:34][CH2:35][CH2:36][CH2:37][CH2:38][CH2:39][CH2:40][CH2:41][CH3:42])[C:16](=[O:28])[CH2:17][CH2:18][CH2:19][CH2:20][CH2:21][CH2:22][CH2:23][CH2:24][CH2:25][CH2:26][CH3:27])=[O:4].[C:44]([NH:54][C@H:55]([C:58](O)=[O:59])[CH2:56][OH:57])([O:46][CH2:47][C:48]1[CH:53]=[CH:52][CH:51]=[CH:50][CH:49]=1)=[O:45]>ClCCl>[C:44]([NH:54][C@H:55]([C:56]([NH:1][CH2:2][C:3]([C@@H:5]1[C@@H:10]([OH:11])[C@H:9]([OH:12])[C@@H:8]([CH2:13][OH:14])[O:7][C@@:6]1([NH2:43])[N:15]([CH2:29][CH2:30][CH2:31][CH2:32][CH2:33][CH2:34][CH2:35][CH2:36][CH2:37][CH2:38][CH2:39][CH2:40][CH2:41][CH3:42])[C:16](=[O:28])[CH2:17][CH2:18][CH2:19][CH2:20][CH2:21][CH2:22][CH2:23][CH2:24][CH2:25][CH2:26][CH3:27])=[O:4])=[O:57])[CH2:58][OH:59])([O:46][CH2:47][C:48]1[CH:53]=[CH:52][CH:51]=[CH:50][CH:49]=1)=[O:45]. Procedure: from N-(2-glycyl-amino-2-deoxy-β-D-glucopyranosyl)-N-tetradecyl-dodecanamide and N-carbobenzoxy-L-serine. Yield 76%. [α]D =+20.3° (c=0.89, dichloromethane). m.p. 87-89°. Starting materials: BrC=1C(=NC=CC1)CBr (3-bromo-2-bromomethylpyridine), [C-]#N.[Na+] (NaCN). Run in O1CCOCC1 (dioxane), O (water). Reaction conditions: time 16 hour. The product is BrC=1C(=NC=CC1)CC#N (3-bromopyridine-2-yl-acetonitrile). The yield is 39.9%. As a reaction SMILES: [Br:1][C:2]1[C:3]([CH2:8]Br)=[N:4][CH:5]=[CH:6][CH:7]=1.[C-:10]#[N:11].[Na+]>O1CCOCC1.O>[Br:1][C:2]1[C:3]([CH2:8][C:10]#[N:11])=[N:4][CH:5]=[CH:6][CH:7]=1 |f:1.2|. Procedure details: To a stirred solution of the above crude 3-bromo-2-bromomethylpyridine (70 g, 0.28 mol) in dioxane (500 mL) and water (250 mL), was added NaCN (28 g, 0.74 mol) at 0° C. and then stirred at RT for 16 h. The reaction mixture was quenched with 3 Lit of water and extracted with ethylacetate (4×500 mL). The organic layer was washed with water (400 L), brine (250 mL), dried over Na2SO4 and concentrated to give crude product. The crude was purified by column chromatography over silica gel (pet. ether/e...